Dataset: the Open Reaction Database (ORD), a public repository of structured organic reaction records. Task: describe an organic reaction: reactants, conditions, products, and yield Starting materials: C(C)(C)(C)OC(=O)NCC1=CC=C(C=C1)C[C@@H](C(C(=C)C)=O)NC(OCC1=CC=CC=C1)=O ((S)-Benzyl (1-(4-((tert-butyloxycarbonylamino)methyl)phenyl)-4-methyl-3-oxopent-4-en-2-yl)carbamate), C(C)(=O)O (acetic acid), CeCl3.7H2O, [BH4-].[Na+] (NaBH4). Solvent: CO (MeOH). Run at temperature 0 celsius, time 5 minute. Yields the product C(C1=CC=CC=C1)OC(N[C@@H](CC1=CC=C(C=C1)CNC(=O)OC(C)(C)C)[C@@H](C(=C)C)O)=O (Benzyl((2S,3R)-1-(4-((tert-butyloxycarbonylamino) methyl)phenyl)-3-hydroxy-4-methylpent-4-en-2-yl)carbamate), oil. The yield is 91.6%. As a reaction SMILES: [C:1]([O:5][C:6]([NH:8][CH2:9][C:10]1[CH:15]=[CH:14][C:13]([CH2:16][C@H:17]([NH:23][C:24](=[O:33])[O:25][CH2:26][C:27]2[CH:32]=[CH:31][CH:30]=[CH:29][CH:28]=2)[C:18](=[O:22])[C:19]([CH3:21])=[CH2:20])=[CH:12][CH:11]=1)=[O:7])([CH3:4])([CH3:3])[CH3:2].[BH4-].[Na+].C(O)(=O)C>CO>[CH2:26]([O:25][C:24](=[O:33])[NH:23][C@H:17]([C@H:18]([OH:22])[C:19]([CH3:21])=[CH2:20])[CH2:16][C:13]1[CH:12]=[CH:11][C:10]([CH2:9][NH:8][C:6]([O:5][C:1]([CH3:4])([CH3:2])[CH3:3])=[O:7])=[CH:15][CH:14]=1)[C:27]1[CH:32]=[CH:31][CH:30]=[CH:29][CH:28]=1 |f:1.2|. Reported procedure: Ketone 12 (2.81 g, 4.30 mmol) was dissolved in MeOH (25 mL) and cooled to 0° C. To this were added CeCl3.7H2O (1.5 eq., 6.45 mmol, 2.43 g) and NaBH4 (1.4 eq., 6.0 mmol, 227 mg) portion-wise and the mixture was stirred for 5 minutes. after which TLC analysis indicated a complete conversion. Glacial acetic acid (10 mL) was added and the mixture was concentrated under reduced pressure. The resulting residue was dissolved in EtOAc and extracted with half saturated aq. NaHCO3 (2×) and brine, dried ov... The reactants are CC(C)(C)C1CCC(c2ccccc2N2CCNCC2)CC1, C=CC(C)=O, ClC(Cl)Cl. Product: CC(=O)CCN1CCN(c2ccccc2C2CCC(C(C)(C)C)CC2)CC1. RXN SMILES: [C:1]([CH3:2])([CH3:3])([CH3:4])[CH:5]1[CH2:6][CH2:7][CH:8]([c:11]2[c:12]([N:17]3[CH2:18][CH2:19][NH:20][CH2:21][CH2:22]3)[cH:13][cH:14][cH:15][cH:16]2)[CH2:9][CH2:10]1.[CH:23](=[CH2:24])[C:25](=[O:26])[CH3:27].[CH:28]([Cl:29])([Cl:30])[Cl:31]>>[C:1]([CH3:2])([CH3:3])([CH3:4])[CH:5]1[CH2:6][CH2:7][CH:8]([c:11]2[c:12]([N:17]3[CH2:18][CH2:19][N:20]([CH2:24][CH2:23][C:25](=[O:26])[CH3:27])[CH2:21][CH2:22]3)[cH:13][cH:14][cH:15][cH:16]2)[CH2:9][CH2:10]1.